Dataset: the Open Reaction Database (ORD), a public repository of structured organic reaction records. Task: describe an organic reaction: reactants, conditions, products, and yield The reactants are CC1C2CCC3C4CC=C5CC(O)CCC5(C)C4CCC32CN1C, ClCCl. Product: CC1C2CCC3C4CC=C5CC(=O)CCC5(C)C4CCC32CN1C. As a reaction SMILES: [CH3:1][N:2]1[CH:3]([CH3:24])[CH:4]2[CH2:5][CH2:6][CH:7]3[C:8]2([CH2:9][CH2:10][CH:11]2[C:12]4([CH3:22])[CH2:13][CH2:14][CH:15]([OH:21])[CH2:16][C:17]4=[CH:18][CH2:19][CH:20]32)[CH2:23]1.[Cl:25][CH2:26][Cl:27]>>[CH3:1][N:2]1[CH:3]([CH3:24])[CH:4]2[CH2:5][CH2:6][CH:7]3[C:8]2([CH2:9][CH2:10][CH:11]2[C:12]4([CH3:22])[CH2:13][CH2:14][C:15](=[O:21])[CH2:16][C:17]4=[CH:18][CH2:19][CH:20]32)[CH2:23]1. The reactants are F[B-](F)(F)F, CCN(CC)CC=C(C)C(OC)OC, C1CCOC1. Yields the product CCN(C=CC(C)C(OC)OC)CC. Reaction SMILES: [B-:15]([F:16])([F:17])([F:18])[F:19].[CH2:1]([CH3:2])[N:3]([CH2:4][CH3:5])[CH2:6][CH:7]=[C:8]([CH:9]([O:10][CH3:11])[O:12][CH3:13])[CH3:14].[O:20]1[CH2:21][CH2:22][CH2:23][CH2:24]1>>[CH2:1]([CH3:2])[N:3]([CH2:4][CH3:5])[CH:6]=[CH:7][CH:8]([CH:9]([O:10][CH3:11])[O:12][CH3:13])[CH3:14]. Reactants: [OH-].[Na+] (sodium hydroxide), C(#N)C=1C(=NC(=CC1C)Cl)Cl (3-cyano-2,6-dichloro-4-methylpyridine), S(O)(O)(=O)=O (sulfuric acid), resultant mixture. The solvent is O (water). Reaction conditions: temperature 105 celsius, time 3 hour. The product is ClC1=NC(=CC(=C1C(=O)N)C)Cl (2,6-dichloro-4-methyl-3-pyridinecarboxamide). RXN SMILES: [C:1]([C:3]1[C:4]([Cl:11])=[N:5][C:6]([Cl:10])=[CH:7][C:8]=1[CH3:9])#[N:2].S(=O)(=O)(O)[OH:13].[OH-].[Na+]>O>[Cl:11][C:4]1[C:3]([C:1]([NH2:2])=[O:13])=[C:8]([CH3:9])[CH:7]=[C:6]([Cl:10])[N:5]=1 |f:2.3|. Procedure details: A mixture of 3-cyano-2,6-dichloro-4-methylpyridine (270g, 1.44 mole) and concentrated sulfuric acid (530ml) was heated and stirred at 100-110° C. for 3 hours. The resultant mixture was cooled, and poured, with stirring, into 21 of water, to produce a precipitate. The precipitate was neutralized with a sodium hydroxide solution and stirred overnight. The precipitate was then filtered, washed with 31 of water, and dried at 80° C. under vacuum. The reactants are [H-].[Na+] (Sodium hydride), ClC1=CC(=NC=2N1N=C(C2C2=C(C=C(C=C2C)C)C)C)C (7-chloro-2,5-dimethyl-3-(2,4,6-trimethyl-phenyl)-pyrazolo[1,5-a]pyrimidine), CCC(CC)O (3-pentanol). Solvent: oil, CS(=O)C (DMSO). Conditions: temperature 88 celsius. Yields the product C(C)C(CC)OC1=CC(=NC=2N1N=C(C2C2=C(C=C(C=C2C)C)C)C)C (7-(1-Ethyl-propoxy)-2,5-dimethyl-3-(2,4,6-trimethyl-phenyl)-pyrazolo[1,5-a]pyrimidine). Reaction SMILES: [H-].[Na+].[CH3:3][CH2:4][CH:5]([OH:8])[CH2:6][CH3:7].Cl[C:10]1[N:15]2[N:16]=[C:17]([CH3:28])[C:18]([C:19]3[C:24]([CH3:25])=[CH:23][C:22]([CH3:26])=[CH:21][C:20]=3[CH3:27])=[C:14]2[N:13]=[C:12]([CH3:29])[CH:11]=1>CS(C)=O>[CH2:4]([CH:5]([O:8][C:10]1[N:15]2[N:16]=[C:17]([CH3:28])[C:18]([C:19]3[C:20]([CH3:27])=[CH:21][C:22]([CH3:26])=[CH:23][C:24]=3[CH3:25])=[C:14]2[N:13]=[C:12]([CH3:29])[CH:11]=1)[CH2:6][CH3:7])[CH3:3] |f:0.1|. Procedure details: To a suspension of 60% Sodium hydride in oil (160 mg) in 4 ml of DMSO was added 3-pentanol (853 mg), and then 7-chloro-2,5-dimethyl-3-(2,4,6-trimethyl-phenyl)-pyrazolo[1,5-a]pyrimidine (580 mg) at room temperature. The mixture was heated at 88° C. overnight. The mixture was quenched with water and extracted with ethyl acetate. The organic layer was dried and concentrated and purified through silica gel column chromatography using 10% hexane in chloroform as eluent to give the title compound as a... The reactants are CC=1N(C2=CC=C(C=C2C1)NS(=O)(=O)C(F)(F)F)CC(=O)O ((2-Methyl-5-trifluoromethanesulfonylamino-indol-1-yl)-acetic acid), COC(C1=CC=C(C=C1)N)=O (4-aminobenzoic methyl ester). The product is CC=1N(C2=CC=C(C=C2C1)NS(=O)(=O)C(F)(F)F)CC(=O)NC1=CC=C(C(=O)O)C=C1 (4-[2-(2-Methyl-5-trifluoromethanesulfonylamino-indol-1-yl)-acetylamino]-benzoic acid). As a reaction SMILES: [CH3:1][C:2]1[N:3]([CH2:19][C:20]([OH:22])=O)[C:4]2[C:9]([CH:10]=1)=[CH:8][C:7]([NH:11][S:12]([C:15]([F:18])([F:17])[F:16])(=[O:14])=[O:13])=[CH:6][CH:5]=2.C[O:24][C:25](=[O:33])[C:26]1[CH:31]=[CH:30][C:29]([NH2:32])=[CH:28][CH:27]=1>>[CH3:1][C:2]1[N:3]([CH2:19][C:20]([NH:32][C:29]2[CH:30]=[CH:31][C:26]([C:25]([OH:33])=[O:24])=[CH:27][CH:28]=2)=[O:22])[C:4]2[C:9]([CH:10]=1)=[CH:8][C:7]([NH:11][S:12]([C:15]([F:17])([F:16])[F:18])(=[O:13])=[O:14])=[CH:6][CH:5]=2. Procedure details: Same procedure as Example 82 except (2-Methyl-5-trifluoromethanesulfonylamino-indol-1-yl)-acetic acid and 4-aminobenzoic methyl ester was used. 1H-NMR (400 MHz, DMSO-d6) δ 12.72 (s, 1H, COOH), 11.45 (s, 1H, SNH), 10,73 (s, 1H, NHCO), 7.90 (d, J=7 Hz, 2H, ArH), 7.70 (d, 2H, ArH), 7.38 (d, J=9 Hz, 1H, H-7), 7.32 (d, J=2 Hz, 1H, H-4), 6.94 (dd, J=2, 8 Hz, 1H, H-6), 6.28 (s, 1H, H-3), 5.04 (s, 2H, CH2), 2.38 (s, 3H, CH3), MS m/z 454 (M−H).